This data is from the Open Reaction Database (ORD), a public repository of structured organic reaction records. The task is: describe an organic reaction: reactants, conditions, products, and yield The reactants are F[B-](F)(F)F, CCO, COc1cc(C(=O)O)ccc1C(=O)N1CCCC1, CCN(C(C)C)C(C)C, CC(N)c1nc2cc(Cl)ccc2[nH]1, Cl, ClCCl, C1CCOC1, CN(C)C(On1nnc2ccccc21)=[N+](C)C. The product is COc1cc(C(=O)NC(C)c2nc3cc(Cl)ccc3[nH]2)ccc1C(=O)N1CCCC1. RXN SMILES: [B-:19]([F:20])([F:21])([F:22])[F:23].[CH2:69]([OH:70])[CH3:71].[CH3:1][O:2][c:3]1[cH:4][c:5]([C:6](=[O:7])[OH:8])[cH:9][cH:10][c:11]1[C:12](=[O:13])[N:14]1[CH2:15][CH2:16][CH2:17][CH2:18]1.[CH:41]([N:42]([CH:43]([CH3:44])[CH3:45])[CH2:46][CH3:47])([CH3:48])[CH3:49].[Cl:50][c:51]1[cH:52][c:53]2[c:54]([nH:55][c:56]([CH:58]([CH3:59])[NH2:60])[n:57]2)[cH:61][cH:62]1.[Cl:63].[Cl:72][CH2:73][Cl:74].[O:64]1[CH2:65][CH2:66][CH2:67][CH2:68]1.[n:24]1([O:25][C:26]([N:27]([CH3:28])[CH3:29])=[N+:30]([CH3:31])[CH3:32])[c:33]2[cH:34][cH:35][cH:36][cH:37][c:38]2[n:39][n:40]1>>[CH3:1][O:2][c:3]1[cH:4][c:5]([C:6](=[O:8])[NH:60][CH:58]([c:56]2[nH:55][c:54]3[c:53]([cH:52][c:51]([Cl:50])[cH:62][cH:61]3)[n:57]2)[CH3:59])[cH:9][cH:10][c:11]1[C:12](=[O:13])[N:14]1[CH2:15][CH2:16][CH2:17][CH2:18]1.